Dataset: the Open Reaction Database (ORD), a public repository of structured organic reaction records. Task: describe an organic reaction: reactants, conditions, products, and yield The reactants are CC(=O)NCC(=O)O, Cl, CN(C(=O)N(C)C1CCNCC1c1ccc(F)cc1)c1cc(C(F)(F)F)cc(C(F)(F)F)c1. Product: CC(=O)NCC(=O)N1CCC(N(C)C(=O)N(C)c2cc(C(F)(F)F)cc(C(F)(F)F)c2)C(c2ccc(F)cc2)C1. As a reaction SMILES: [CH3:35][C:36](=[O:37])[NH:38][CH2:39][C:40]([OH:41])=[O:42].[ClH:1].[F:2][C:3]([c:4]1[cH:5][c:6]([N:14]([C:15](=[O:16])[N:17]([CH3:18])[CH:19]2[CH:20]([c:25]3[cH:26][cH:27][c:28]([F:31])[cH:29][cH:30]3)[CH2:21][NH:22][CH2:23][CH2:24]2)[CH3:32])[cH:7][c:8]([C:10]([F:11])([F:12])[F:13])[cH:9]1)([F:33])[F:34]>>[F:2][C:3]([c:4]1[cH:5][c:6]([N:14]([C:15](=[O:16])[N:17]([CH3:18])[CH:19]2[CH:20]([c:25]3[cH:26][cH:27][c:28]([F:31])[cH:29][cH:30]3)[CH2:21][N:22]([C:40]([CH2:39][NH:38][C:36]([CH3:35])=[O:37])=[O:41])[CH2:23][CH2:24]2)[CH3:32])[cH:7][c:8]([C:10]([F:11])([F:12])[F:13])[cH:9]1)([F:33])[F:34]. Starting materials: ClC1=CC=C2C(=C(C=NC2=C1)S(=O)(=O)C1=CC=C(C=C1)Cl)O (7-Chloro-3-(4-chloro-benzenesulfonyl)-4-hydroxyquinoline), O(Cl)Cl.[P+5] (phosphorus(V) oxychloride), [Na] (sodium). Run in O (water). The product is ClC1=CC=C(C=C1)S(=O)(=O)C=1C=NC2=CC(=CC=C2C1Cl)Cl (3-(4-chloro-benzenesulfonyl)-4,7-dichloroquinoline). Yield: 85.0%. Reaction SMILES: [Cl:1][C:2]1[CH:11]=[C:10]2[C:5]([C:6](O)=[C:7]([S:12]([C:15]3[CH:20]=[CH:19][C:18]([Cl:21])=[CH:17][CH:16]=3)(=[O:14])=[O:13])[CH:8]=[N:9]2)=[CH:4][CH:3]=1.O(Cl)[Cl:24].[P+5].[Na]>O>[Cl:21][C:18]1[CH:19]=[CH:20][C:15]([S:12]([C:7]2[CH:8]=[N:9][C:10]3[C:5]([C:6]=2[Cl:24])=[CH:4][CH:3]=[C:2]([Cl:1])[CH:11]=3)(=[O:14])=[O:13])=[CH:16][CH:17]=1 |f:1.2,^1:26|. Procedure: 7-Chloro-3-(4-chloro-benzenesulfonyl)-4-hydroxyquinoline (4.25 g, 12 mmol) in phosphorus(V) oxychloride (5.6 ml, 60 mmol) was refluxed for 3 h. The reaction mixture was poured into water (50 ml) and was alkalized with 5M sodium hydroxyde solution. After cooling the precipitate was filtered and washed with water to obtain 3.8 g of the title compound in 85.0% yield. The reactants are C(N1C(N(C(C1O)O)COC)=O)N1C(N(C(C1O)O)COC)=O (1,1'-methylenebis(3-methoxymethyl-4,5-dihydroxyimidazolidin-2-one)), C(N1C(N(C(C1O)O)CCO)=O)N1C(N(C(C1O)O)CCO)=O (1,1'-methylenebis[3-(2-hydroxyethyl)-4,5-dihydroxyimidazolidin-2-one]), OC1N(C(N(C1O)COC)=O)COC (4,5-dihydroxy-1,3-di(methoxymethyl)-2-imidazolidinone). Reaction SMILES: [CH2:1]([N:13]1[CH:17]([OH:18])[CH:16]([OH:19])[N:15]([CH2:20][O:21]C)[C:14]1=[O:23])[N:2]1[CH:6]([OH:7])[CH:5]([OH:8])[N:4]([CH2:9][O:10]C)[C:3]1=[O:12].C(N1C(O)C(O)N(CCO)C1=O)N1C(O)C(O)N(CCO)C1=O.OC1C(O)N(COC)C(=O)N1COC>>[CH2:1]([N:2]1[CH:6]([OH:7])[CH:5]([OH:8])[N:4]([CH2:9][OH:10])[C:3]1=[O:12])[N:13]1[CH:17]([OH:18])[CH:16]([OH:19])[N:15]([CH2:20][OH:21])[C:14]1=[O:23]. Yields the product C(N1C(N(C(C1O)O)CO)=O)N1C(N(C(C1O)O)CO)=O (1,1'-Methylenebis(3-hydroxymethyl-4,5-dihydroxyimidazolidin-2-one)). Procedure details: 1,1'-methylenebis(3-methoxymethyl-4,5-dihydroxyimidazolidin-2-one) (Example 4); 1,1'-methylenebis[3-(2-hydroxyethyl)-4,5-dihydroxyimidazolidin-2-one] (Example 5); and 4,5-dihydroxy-1,3-di(methoxymethyl)-2-imidazolidinone (Example 6) are evaluated as adhesion promoters in natural rubber, as follows: Reactants: [H-].[Al+3].[Li+].[H-].[H-].[H-] (lithium aluminum hydride), CC1=NN(C(=C1C1=CC=CC=C1)C)C1=NC=C(C(=O)OCC)C=C1 (ethyl 6-(3,5-dimethyl-4-phenyl-1H-pyrazol-1-yl)nicotinate), O.O.O.O.O.O.O.O.O.O.S(=O)(=O)([O-])[O-].[Na+].[Na+] (sodium sulfate decahydrate), [F-].[K+] (potassium fluoride). Run in O1CCCC1 (tetrahydrofuran), O1CCCC1 (tetrahydrofuran). Run at time 2 hour. Yields the product CC1=NN(C(=C1C1=CC=CC=C1)C)C1=CC=C(C=N1)CO ([6-(3,5-dimethyl-4-phenyl-1H-pyrazol-1-yl)pyridin-3-yl]methanol). The yield is 71.5%. Reaction SMILES: [H-].[Al+3].[Li+].[H-].[H-].[H-].[CH3:7][C:8]1[C:12]([C:13]2[CH:18]=[CH:17][CH:16]=[CH:15][CH:14]=2)=[C:11]([CH3:19])[N:10]([C:20]2[CH:30]=[CH:29][C:23]([C:24](OCC)=[O:25])=[CH:22][N:21]=2)[N:9]=1.O.O.O.O.O.O.O.O.O.O.S([O-])([O-])(=O)=O.[Na+].[Na+].[F-].[K+]>O1CCCC1>[CH3:7][C:8]1[C:12]([C:13]2[CH:14]=[CH:15][CH:16]=[CH:17][CH:18]=2)=[C:11]([CH3:19])[N:10]([C:20]2[N:21]=[CH:22][C:23]([CH2:24][OH:25])=[CH:29][CH:30]=2)[N:9]=1 |f:0.1.2.3.4.5,7.8.9.10.11.12.13.14.15.16.17.18.19,20.21|. Reported procedure: To a stirred solution of lithium aluminum hydride (0.72 g, 15.1 mmol) and tetrahydrofuran (20 mL) was added slowly a solution of ethyl 6-(3,5-dimethyl-4-phenyl-1H-pyrazol-1-yl)nicotinate (step 1, 2.43 g, 7.56 mmol) and tetrahydrofuran (40 mL) at 0° C. After 2 h, sodium sulfate decahydrate and potassium fluoride were added slowly to the mixture at 0° C. The mixture was filtered through a bed of celite, and the filtrate was concentrated in vacuo. The residue was purified by silica-gel column chrom... The reactants are NC1=C(C=C(C(=O)OC)C=C1)S(=O)(=O)C (methyl 4-amino-3-methanesulfonylbenzoate), [H-].[Na+] (sodium hydride), ClS(=O)(=O)C1=C(C2=C(S1)C=CC(=C2)F)C (2-chlorosulfonyl-5-fluoro-3-methylbenzo[b]thiophene). The solvent is C1CCOC1 (THF). Run at time 3 hour. The product is FC1=CC2=C(SC(=C2C)S(=O)(=O)NC2=C(C=C(C(=O)OC)C=C2)S(=O)(=O)C)C=C1 (methyl 4-(5-fluoro-3-methylbenzo[b]thiophene-2-sulfonylamino)-3-methanesulfonylbenzoate). Isolated yield 89.7%. As a reaction SMILES: [NH2:1][C:2]1[CH:11]=[CH:10][C:5]([C:6]([O:8][CH3:9])=[O:7])=[CH:4][C:3]=1[S:12]([CH3:15])(=[O:14])=[O:13].[H-].[Na+].Cl[S:19]([C:22]1[S:26][C:25]2[CH:27]=[CH:28][C:29]([F:31])=[CH:30][C:24]=2[C:23]=1[CH3:32])(=[O:21])=[O:20]>C1COCC1>[F:31][C:29]1[CH:28]=[CH:27][C:25]2[S:26][C:22]([S:19]([NH:1][C:2]3[CH:11]=[CH:10][C:5]([C:6]([O:8][CH3:9])=[O:7])=[CH:4][C:3]=3[S:12]([CH3:15])(=[O:14])=[O:13])(=[O:20])=[O:21])=[C:23]([CH3:32])[C:24]=2[CH:30]=1 |f:1.2|. Procedure: Into 300 mL of THF was dissolved 14.0 g of methyl 4-amino-3-methanesulfonylbenzoate, followed by addition of 6.10 g of sodium hydride (oily, 60%) at 0° C. After 40 minutes of stirring at the same temperature, 16.0 g of 2-chlorosulfonyl-5-fluoro-3-methylbenzo[b]thiophene was added at 0° C. followed by 3 hours of stirring at room temperature. After confirmation of disappearance of the starting material, the reaction was terminated by adding 2 mol/L hydrochloric acid at 0° C., followed by extractio... Starting materials: CN1CCOc2cc(N)ccc21, CC#N, Clc1cccnc1N1CCc2c(Cl)ncnc2C1, [I-], [Na+]. Product: CN1CCOc2cc(Nc3ncnc4c3CCN(c3ncccc3Cl)C4)ccc21. RXN SMILES: [CH3:19][N:20]1[c:21]2[c:22]([cH:26][c:27]([NH2:30])[cH:28][cH:29]2)[O:23][CH2:24][CH2:25]1.[CH3:33][C:34]#[N:35].[Cl:1][c:2]1[c:3]2[c:4]([n:5][cH:6][n:7]1)[CH2:8][N:9]([c:12]1[n:13][cH:14][cH:15][cH:16][c:17]1[Cl:18])[CH2:10][CH2:11]2.[I-:32].[Na+:31]>>[c:2]1([NH:30][c:27]2[cH:26][c:22]3[c:21]([cH:29][cH:28]2)[N:20]([CH3:19])[CH2:25][CH2:24][O:23]3)[c:3]2[c:4]([n:5][cH:6][n:7]1)[CH2:8][N:9]([c:12]1[n:13][cH:14][cH:15][cH:16][c:17]1[Cl:18])[CH2:10][CH2:11]2. Starting materials: Fc1ccc(Br)cc1, CC(C)(C)OC(=O)N1CC(O)C1, C1CCOC1, CC(C)(C)[O-], [K+]. Yields the product CC(C)(C)OC(=O)N1CC(Oc2ccc(Br)cc2)C1. As a reaction SMILES: [Br:7][c:8]1[cH:9][cH:10][c:11]([F:14])[cH:12][cH:13]1.[C:15]([CH3:16])([CH3:17])([CH3:18])[O:19][C:20](=[O:21])[N:22]1[CH2:23][CH:24]([OH:26])[CH2:25]1.[CH2:27]1[O:28][CH2:29][CH2:30][CH2:31]1.[CH3:1][C:2]([CH3:3])([O-:4])[CH3:5].[K+:6]>>[Br:7][c:8]1[cH:9][cH:10][c:11]([O:26][CH:24]2[CH2:23][N:22]([C:20]([O:19][C:15]([CH3:16])([CH3:17])[CH3:18])=[O:21])[CH2:25]2)[cH:12][cH:13]1.